This data is from the Open Reaction Database (ORD), a public repository of structured organic reaction records. The task is: describe an organic reaction: reactants, conditions, products, and yield Reactants: O (water), [H-].[Na+] (Sodium hydride), N1N=CN=C1 (1H-1,2,4-triazole), ClCC1=C(C(=C2C(=N1)SC(=C2C)C)C2=CC(=C(C=C2)OC)OC)C(=O)OCC (ethyl 6-chloromethyl-4-(3,4-dimethoxyphenyl)-2,3-dimethylthieno[2,3-b]pyridine-5-carboxylate). Solvent: CN(C=O)C (N,N-dimethylformamide). Run at time 15 minute. The product is COC=1C=C(C=CC1OC)C1=C2C(=NC(=C1C(=O)OCC)CN1N=CN=C1)SC(=C2C)C (ethyl 4-(3,4-dimethoxyphenyl)-2,3-dimethyl-6-(1,2,4-triazol-1-ylmethyl)thieno[2,3-b]pyridine-5-carboxylate). Isolated yield 61.9%. Reaction SMILES: [H-].[Na+].[NH:3]1[CH:7]=[N:6][CH:5]=[N:4]1.Cl[CH2:9][C:10]1[N:15]=[C:14]2[S:16][C:17]([CH3:20])=[C:18]([CH3:19])[C:13]2=[C:12]([C:21]2[CH:26]=[CH:25][C:24]([O:27][CH3:28])=[C:23]([O:29][CH3:30])[CH:22]=2)[C:11]=1[C:31]([O:33][CH2:34][CH3:35])=[O:32].O>CN(C)C=O>[CH3:30][O:29][C:23]1[CH:22]=[C:21]([C:12]2[C:11]([C:31]([O:33][CH2:34][CH3:35])=[O:32])=[C:10]([CH2:9][N:3]3[CH:7]=[N:6][CH:5]=[N:4]3)[N:15]=[C:14]3[S:16][C:17]([CH3:20])=[C:18]([CH3:19])[C:13]=23)[CH:26]=[CH:25][C:24]=1[O:27][CH3:28] |f:0.1|. Reported procedure: Sodium hydride (60% in oil, 0.171 g) was added to a solution of 1H-1,2,4-triazole (0.271 g) in N,N-dimethylformamide (DMF) (15 ml). The mixture was stirred for 15 minutes at room temperature, to which was added ethyl 6-chloromethyl-4-(3,4-dimethoxyphenyl)-2,3-dimethylthieno[2,3-b]pyridine-5-carboxylate (1.5 g). The mixture was stirred for 35 minutes at 80° C. The reaction mixture was poured into water, which was subjected to extraction with ethyl acetate. The ethyl acetate layer was washed with ... The reactants are S(=O)(=O)(O)OC1=CC=C(C=C1)NC (p-(N-methylamino)phenol sulfate), C([O-])([O-])=O.[Ca+2] (calcium carbonate). The solvent is O (water). The product is CNC1=CC=C(C=C1)O (p-(N-methylamino)phenol). Isolated yield 75.0%. RXN SMILES: S([O:5][C:6]1[CH:11]=[CH:10][C:9]([NH:12][CH3:13])=[CH:8][CH:7]=1)(O)(=O)=O.C(=O)([O-])[O-].[Ca+2]>O>[CH3:13][NH:12][C:9]1[CH:10]=[CH:11][C:6]([OH:5])=[CH:7][CH:8]=1 |f:1.2|. Procedure: A mixture of p-(N-methylamino)phenol sulfate (13.6 g, 80 mmol), calcium carbonate (15 g, 160 mmol and water (30 mL) was triturated with mortar and pestil, and repeatedly extracted with ether (8×60 mL). The combined ether extracts were washed with water, and dried with anhydrous sodium sulfate. The solution was then evaporated to dryness, and the solid residue dried in vacuum over phosphorus pentoxide at ambient temperature to provide 7.32 g (60 mmol) of p-(N-methylamino)phenol. To anhydrous ethe... Reactants: C1(=CC=CC=C1)CB(O)O.C12(C(CCC(C1(C)C)C2)(C)O)O ((+)-Pinanediol phenylmethaneboronate), C(C)(C)(C)OC(=O)C=1C=C(C=CC1)CB(O)O.C12(C(CCC(C1(C)C)C2)(C)O)O ((+)-Pinanediol[3-(tert-butoxycarbonyl)phenyl]methaneboronate). The product is C12(C(CCC(C1(C)C)C2)(C)O)O.C(C)(C)(C)OC(=O)C=1C=C(C=CC1)B([O-])[O-] ((+)-Pinanediol 3-(tert-butoxycarbonyl)benzeneboronate). Isolated yield 88.0%. As a reaction SMILES: C1(C[B:8]([OH:10])[OH:9])C=CC=CC=1.[C:11]12([OH:22])[CH2:19][CH:15]([C:16]1([CH3:18])[CH3:17])[CH2:14][CH2:13][C:12]2([OH:21])[CH3:20].[C:23]([O:27][C:28]([C:30]1[CH:31]=[C:32](CB(O)O)[CH:33]=[CH:34][CH:35]=1)=[O:29])([CH3:26])([CH3:25])[CH3:24].C12(O)CC(C1(C)C)CCC2(O)C>>[C:11]12([OH:22])[CH2:19][CH:15]([C:16]1([CH3:18])[CH3:17])[CH2:14][CH2:13][C:12]2([OH:21])[CH3:20].[C:23]([O:27][C:28]([C:30]1[CH:31]=[C:32]([B:8]([O-:10])[O-:9])[CH:33]=[CH:34][CH:35]=1)=[O:29])([CH3:24])([CH3:25])[CH3:26] |f:0.1,2.3,4.5|. Procedure details: Following the procedure described for the synthesis of 13a, compound 13b was recovered from 12b as a yellow oil (88% yield). [α]D+8.7 (c 1.4, CHCl3). 1H-NMR (400 MHz, CDCl3): δ 0.87 (3H, s, pinanyl CH3), 1.11 (1H, d, J 11.0, pinanyl Hendo), 1.32 (3H, s, pinanyl CH3), 1.43 (3H, s, pinanyl CH3), 1.63 (9H, s, t-Bu), 1.84-2.39 (5H, m, pinanyl protons), 2.42 (2H, s, BCH2), 4.32 (1H, dd, J 8.8, 2.0, CHOB), 7.33 (1H, t, J 7.7, H5), 7.40 (1H, d, J 7.7, H6), 7.80 (1H, d, J 7.7, H4), 7.86 (1H, s, H2). 13C... Starting materials: CN1CCOCC1, COCC#CC(=O)O, CC(C)COC(=O)Cl, N#Cc1cnc2ccc(N)cc2c1Nc1cccc(Br)c1, c1ccncc1. Yields the product COCC#CC(=O)Nc1ccc2ncc(C#N)c(Nc3cccc(Br)c3)c2c1. Reaction SMILES: [CH3:17][N:18]1[CH2:19][CH2:20][O:21][CH2:22][CH2:23]1.[CH3:9][O:10][CH2:11][C:12]#[C:13][C:14](=[O:15])[OH:16].[Cl:1][C:2]([O:3][CH2:4][CH:5]([CH3:6])[CH3:7])=[O:8].[NH2:24][c:25]1[cH:26][c:27]2[c:28]([NH:37][c:38]3[cH:39][c:40]([Br:44])[cH:41][cH:42][cH:43]3)[c:29]([C:35]#[N:36])[cH:30][n:31][c:32]2[cH:33][cH:34]1.[cH:45]1[cH:46][cH:47][n:48][cH:49][cH:50]1>>[CH3:9][O:10][CH2:11][C:12]#[C:13][C:14](=[O:16])[NH:24][c:25]1[cH:26][c:27]2[c:28]([NH:37][c:38]3[cH:39][c:40]([Br:44])[cH:41][cH:42][cH:43]3)[c:29]([C:35]#[N:36])[cH:30][n:31][c:32]2[cH:33][cH:34]1. Yields the product COC(=O)c1csc(NC(=O)C(C(C)c2ccccc2)N2C(=O)NC(c3ccc(SC)cc3)C2=O)n1. Starting materials: COC(=O)c1csc(NC(=O)C(NC(=O)C(NC(=O)OC(C)(C)C)c2ccc(SC)cc2)C(C)c2ccccc2)n1, CCN(C(C)C)C(C)C, ClCCl, O=C(Cl)OC(Cl)(Cl)Cl, O=C(O)C(F)(F)F. Reaction SMILES: [CH3:1][O:2][C:3](=[O:4])[c:5]1[n:6][c:7]([NH:10][C:11]([CH:12]([CH:13]([CH3:14])[c:15]2[cH:16][cH:17][cH:18][cH:19][cH:20]2)[NH:21][C:22]([CH:23]([c:24]2[cH:25][cH:26][c:27]([S:30][CH3:31])[cH:28][cH:29]2)[NH:32][C:33](=[O:34])[O:35][C:36]([CH3:37])([CH3:38])[CH3:39])=[O:40])=[O:41])[s:8][cH:9]1.[CH:42]([N:43]([CH:44]([CH3:45])[CH3:46])[CH2:47][CH3:48])([CH3:49])[CH3:50].[Cl:66][CH2:67][Cl:68].[O:51]=[C:52]([Cl:53])[O:54][C:55]([Cl:56])([Cl:57])[Cl:58].[OH:59][C:60]([C:61]([F:62])([F:63])[F:64])=[O:65]>>[CH3:1][O:2][C:3](=[O:4])[c:5]1[n:6][c:7]([NH:10][C:11]([CH:12]([CH:13]([CH3:14])[c:15]2[cH:16][cH:17][cH:18][cH:19][cH:20]2)[N:21]2[C:22](=[O:40])[CH:23]([c:24]3[cH:25][cH:26][c:27]([S:30][CH3:31])[cH:28][cH:29]3)[NH:32][C:33]2=[O:34])=[O:41])[s:8][cH:9]1. Reactants: C(C)C1=NOC(=N1)C1=C(N=C(S1)N)C1=CC=CC=C1 (5-(3-ethyl-[1,2,4]oxadiazol-5-yl)-4-phenyl-thiazol-2-ylamine), C1(CCCC1)CC(=O)Cl (cyclopentyl-acetyl chloride). Yields the product C1(CCCC1)CC(=O)NC=1SC(=C(N1)C1=CC=CC=C1)C1=NC(=NO1)CC (2-Cyclopentyl-N-[5-(3-ethyl-[1,2,4]oxadiazol-5-yl)-4-phenyl-thiazol-2-yl]-acetamide). As a reaction SMILES: [CH2:1]([C:3]1[N:7]=[C:6]([C:8]2[S:12][C:11]([NH2:13])=[N:10][C:9]=2[C:14]2[CH:19]=[CH:18][CH:17]=[CH:16][CH:15]=2)[O:5][N:4]=1)[CH3:2].[CH:20]1([CH2:25][C:26](Cl)=[O:27])[CH2:24][CH2:23][CH2:22][CH2:21]1>>[CH:20]1([CH2:25][C:26]([NH:13][C:11]2[S:12][C:8]([C:6]3[O:5][N:4]=[C:3]([CH2:1][CH3:2])[N:7]=3)=[C:9]([C:14]3[CH:19]=[CH:18][CH:17]=[CH:16][CH:15]=3)[N:10]=2)=[O:27])[CH2:24][CH2:23][CH2:22][CH2:21]1. Procedure: Prepared from 5-(3-ethyl-[1,2,4]oxadiazol-5-yl)-4-phenyl-thiazol-2-ylamine and cyclopentyl-acetyl chloride. Reaction conditions: temperature -78 celsius, time 2 hour. Procedure details: The mixture of 500 mg of 3-bromochlorobenzen and 3 ml of tetrahydrofuran was cooled down to −78° C. and 1.3 ml of 2.0M lithium diisopropylamide heptane/tetrahydrofuran/ethylbenzene was added. After stirring it for 2 hours, the mixture was put into dry ice and washed and extracted as described in Referencial Example 1 to obtain a crude material. The crude material was washed with a mixed solvent of hexane-ethyl acetate to obtain the said compound. Product: BrC1=C(C(=O)O)C(=CC=C1)Cl (2-bromo-6-chlorobenzoic acid). The solvent is O1CCCC1 (tetrahydrofuran). As a reaction SMILES: [Br:1][C:2]1[CH:3]=[C:4]([Cl:8])[CH:5]=[CH:6][CH:7]=1.CCCCCCC.C([N-]C(C)C)(C)C.[Li+].O1CCCC1.C(C1C=CC=CC=1)C.[C:37](=[O:39])=[O:38]>O1CCCC1>[Br:1][C:2]1[CH:7]=[CH:6][CH:5]=[C:4]([Cl:8])[C:3]=1[C:37]([OH:39])=[O:38] |f:1.2.3.4.5|. Reactants: CCCCCCC.C(C)(C)[N-]C(C)C.[Li+].O1CCCC1.C(C)C1=CC=CC=C1 (lithium diisopropylamide heptane tetrahydrofuran ethylbenzene), BrC=1C=C(C=CC1)Cl (3-bromochlorobenzen), C(=O)=O (dry ice). The reactants are C(CCC)[Li] (butyllithium), O (water), FC(C=1C=C(C=C(C1)C(F)(F)F)Br)(F)F (3,5bis(trifluoromethyl)bromobenzene), C(C1=CC=CC=C1)N1CC2CCCC(C2C1)=O ((3aRS,7aSR)-2-benzyl-4-perhydroisoindolone). Run in O1CCCC1 (tetrahydrofuran), O1CCCC1 (tetrahydrofuran), CCCCCC (hexane). Conditions: temperature -78 celsius, time 30 minute. The product is C(C1=CC=CC=C1)N1CC2CCCC(C2C1)(O)C1=CC(=CC(=C1)C(F)(F)F)C(F)(F)F ((3aRS,4RS,7aSR)-2-benzyl-4-[3,5-bis(trifluoromethyl)phenyl]-4-perhydroisoindolol). Reaction SMILES: [F:1][C:2]([F:15])([F:14])[C:3]1[CH:4]=[C:5](Br)[CH:6]=[C:7]([C:9]([F:12])([F:11])[F:10])[CH:8]=1.C([Li])CCC.[CH2:21]([N:28]1[CH2:36][CH:35]2[CH:30]([CH2:31][CH2:32][CH2:33][C:34]2=[O:37])[CH2:29]1)[C:22]1[CH:27]=[CH:26][CH:25]=[CH:24][CH:23]=1.O>O1CCCC1.CCCCCC>[CH2:21]([N:28]1[CH2:36][CH:35]2[CH:30]([CH2:31][CH2:32][CH2:33][C:34]2([C:5]2[CH:4]=[C:3]([C:2]([F:15])([F:14])[F:1])[CH:8]=[C:7]([C:9]([F:12])([F:11])[F:10])[CH:6]=2)[OH:37])[CH2:29]1)[C:22]1[CH:23]=[CH:24][CH:25]=[CH:26][CH:27]=1. Reported procedure: To a solution of 3.06 cm3 of 3,5bis(trifluoromethyl)bromobenzene in 15 cm3 of dry tetrahydrofuran is added, at -78° C., a solution of 10.9 cm3 of 1.6M butyllithium in hexane. This solution is stirred for 30 minutes at -78° C., and a solution of 1 g of (3aRS,7aSR)-2-benzyl-4-perhydroisoindolone in 5 cm3 of tetrahydrofuran is then run in dropwise. The reaction mixture is subsequently stirred at room temperature for 18 hours, treated with 20 cm3 of water and then extracted with 20 cm3 of ethyl acet... The reactants are C(C)(C)(C)OC(=O)NC1=CC=C(C=C1)CC(=O)O ((4-tert-butoxycarbonylamino-phenyl)-acetic acid), Cl.CN(CCCN=C=NCC)C (1-(3-dimethylaminopropyl)-3-ethylcarbodiimide hydrochloride), NC=1C(N(C(NC1N)=O)CC1=C(C=CC=C1)F)=O (5,6-diamino-3-(2-fluoro-benzyl)-1H-pyrimidine-2,4-dione). Reagents/catalysts: CN(C1=CC=NC=C1)C (4-dimethylarninopyridine). The solvent is CN(C=O)C (N,N-dimethylformamide). Reaction conditions: temperature 25 celsius, time 5 minute. The product is C(C)(C)(C)OC(NC1=CC=C(C=C1)CC(NC=1C(N(C(NC1N)=O)CC1=C(C=CC=C1)F)=O)=O)=O ((4-{[6-amino-3-(2-fluoro-benzyl)-2,4-dioxo-1,2,3,4-tetrahydro-pyrimidin-5-ylcarbamoyl]-methyl}-phenyl)-carbamic acid tert-butyl ester). The yield is 91.0%. Reaction SMILES: [C:1]([O:5][C:6]([NH:8][C:9]1[CH:14]=[CH:13][C:12]([CH2:15][C:16]([OH:18])=O)=[CH:11][CH:10]=1)=[O:7])([CH3:4])([CH3:3])[CH3:2].Cl.CN(C)CCCN=C=NCC.[NH2:31][C:32]1[C:33](=[O:48])[N:34]([CH2:40][C:41]2[CH:46]=[CH:45][CH:44]=[CH:43][C:42]=2[F:47])[C:35](=[O:39])[NH:36][C:37]=1[NH2:38]>CN(C)C=O.CN(C)C1C=CN=CC=1>[C:1]([O:5][C:6](=[O:7])[NH:8][C:9]1[CH:10]=[CH:11][C:12]([CH2:15][C:16](=[O:18])[NH:31][C:32]2[C:33](=[O:48])[N:34]([CH2:40][C:41]3[CH:46]=[CH:45][CH:44]=[CH:43][C:42]=3[F:47])[C:35](=[O:39])[NH:36][C:37]=2[NH2:38])=[CH:13][CH:14]=1)([CH3:2])([CH3:3])[CH3:4] |f:1.2|. Reported procedure: A solution of (4-tert-butoxycarbonylamino-phenyl)-acetic acid in N,N-dimethylformamide under argon at 25° C. was treated with 1-(3-dimethylaminopropyl)-3-ethylcarbodiimide hydrochloride. The reaction was stirred at 25° C. for 5 min. At this time, the reaction was treated with 5,6-diamino-3-(2-fluoro-benzyl)-1H-pyrimidine-2,4-dione and 4-dimethylarninopyridine. The reaction was stirred at 25° C. for 18 h. At this time, the reaction was concentrated in vacuo. The residue was diluted with water (75... Starting materials: Cl.BrC1=C(C=CC(=C1)F)NN ((2-bromo-4-fluorophenyl)hydrazine hydrochloric acid salt), O=C1C(CCCC1)CC(=O)OCC (ethyl 2-(2-oxocyclohexyl)-acetate), C(C)O (ethanol). Solvent: C(C)(=O)O (acetic acid). Product: BrC=1C=C(C=C2C=3CCCC(C3NC12)CC(=O)OCC)F ((+/−)-ethyl (8-bromo-6-fluoro-2,3,4,9-tetrahydro-1H-carbazol-1-yl)acetate). The yield is 29.5%. Reaction SMILES: Cl.[Br:2][C:3]1[CH:8]=[C:7]([F:9])[CH:6]=[CH:5][C:4]=1[NH:10]N.O=[C:13]1[CH2:18][CH2:17][CH2:16][CH2:15][CH:14]1[CH2:19][C:20]([O:22][CH2:23][CH3:24])=[O:21].C(O)C>C(O)(=O)C>[Br:2][C:3]1[CH:8]=[C:7]([F:9])[CH:6]=[C:5]2[C:4]=1[NH:10][C:13]1[CH:14]([CH2:19][C:20]([O:22][CH2:23][CH3:24])=[O:21])[CH2:15][CH2:16][CH2:17][C:18]2=1 |f:0.1|. Procedure: To a suspension of 7.24 g of (2-bromo-4-fluorophenyl)hydrazine hydrochloric acid salt in 100 mL of acetic acid, 5.5 g of ethyl 2-(2-oxocyclohexyl)-acetate was added. The resulting mixture was heated to reflux for 1 h. Then 10 mL of ethanol was added and the reaction mixture was heated at reflux overnight. The solvent was evaporated and the residue was diluted with EtOAc and washed with saturated aqueous NaHCO3 solution, water, and brine successively. The organic layer was separated and dried ove...